Dataset: the Open Reaction Database (ORD), a public repository of structured organic reaction records. Task: describe an organic reaction: reactants, conditions, products, and yield Run at time 1 day. Solvent: CC(=O)C (acetone). The product is [I-].C[N+]1(CCOCC1)CC=1C=CC2=C(C(=C(O2)[N+](=O)[O-])C2=CC=CC=C2)C1 (N-methyl-N-(2-nitro-3-phenyl-5-benzofuranylmethyl)morpholinium iodide). Reaction SMILES: [N+:1]([C:4]1[O:5][C:6]2[CH:18]=[CH:17][C:16]([CH2:19][N:20]3[CH2:25][CH2:24][O:23][CH2:22][CH2:21]3)=[CH:15][C:7]=2[C:8]=1[C:9]1[CH:14]=[CH:13][CH:12]=[CH:11][CH:10]=1)([O-:3])=[O:2].[CH3:26][I:27]>CC(C)=O>[I-:27].[CH3:26][N+:20]1([CH2:19][C:16]2[CH:17]=[CH:18][C:6]3[O:5][C:4]([N+:1]([O-:3])=[O:2])=[C:8]([C:9]4[CH:10]=[CH:11][CH:12]=[CH:13][CH:14]=4)[C:7]=3[CH:15]=2)[CH2:25][CH2:24][O:23][CH2:22][CH2:21]1 |f:3.4|. Starting materials: [N+](=O)([O-])C=1OC2=C(C1C1=CC=CC=C1)C=C(C=C2)CN2CCOCC2 (N-(2-nitro-3-phenyl-5-benzofuranylmethyl)morpholine), CI (methyliodide), [N+](=O)([O-])C=1OC2=C(C1C1=CC=CC=C1)C=C(C=C2)CN2CCOCC2 (N-(2-nitro-3-phenyl-5-benzofuranylmethyl)-morpholine), CI (methyliodide). Procedure details: To a 1.9 g. (0.0056 mole) sample of N-(2-nitro-3-phenyl-5-benzofuranylmethyl)morpholine (the product of Example 6) in 100 ml. of acetone is added 1.0 g. of methyliodide. After setting for one week, an additional 1.0 g. of methyliodide is added. After 1 day of stirring, the precipitated solid is separated by filtration and extracted with 300 ml. of refluxing ethanol to provide yellow crystals of N-methyl-N-(2-nitro-3-phenyl-5-benzofuranylmethyl)morpholinium iodide, m.p. 226°-230° C., having the s... The reactants are OC1=C(C(OC1(C1=CC=CC=C1)C1=CC=C(C=C1)CC(C)C)=O)OCC1=CC=CC=C1 (4-hydroxy-5-(4-isobutylphenyl)-5-phenyl-3-phenylmethoxy-2(5H)-furanone), OC=1C(OC(C1O)(C1=CC=CC=C1)C)=O (3,4-dihydroxy-5-methyl-5-phenyl-2(5H)-furanone). Yields the product OC=1C(OC(C1O)(C1=CC=CC=C1)C1=CC=C(C=C1)CC(C)C)=O (3,4-dihydroxy-5-(4-isobutylphenyl)-5-phenyl-2(5H)-furanone). Yield: 51.4%. RXN SMILES: [OH:1][C:2]1[C:6]([C:13]2[CH:18]=[CH:17][C:16]([CH2:19][CH:20]([CH3:22])[CH3:21])=[CH:15][CH:14]=2)([C:7]2[CH:12]=[CH:11][CH:10]=[CH:9][CH:8]=2)[O:5][C:4](=[O:23])[C:3]=1[O:24]CC1C=CC=CC=1.OC1C(=O)OC(C)(C2C=CC=CC=2)C=1O>>[OH:24][C:3]1[C:4](=[O:23])[O:5][C:6]([C:13]2[CH:14]=[CH:15][C:16]([CH2:19][CH:20]([CH3:21])[CH3:22])=[CH:17][CH:18]=2)([C:7]2[CH:12]=[CH:11][CH:10]=[CH:9][CH:8]=2)[C:2]=1[OH:1]. Procedure: Hydrogenolysis of 500 mg (1.2 mmol) of 4-hydroxy-5-(4-isobutylphenyl)-5-phenyl-3-phenylmethoxy-2(5H)-furanone was performed in a similar manner as described in the preparation of 3,4-dihydroxy-5-methyl-5-phenyl-2(5H)-furanone to provide 200 mg (51% yield) of 3,4-dihydroxy-5-(4-isobutylphenyl)-5-phenyl-2(5H)-furanone as a white powder: mp 138-139° C. (CHCl3 /hexanes). 1H NMR (acetone-d6) δ 7.40-7.15 (m, 9H), 2.49 (d, J=7.1 Hz, 2H), 1.94-1.74 (m, 1H), 0.89 (d, J=6.5 Hz, 6H). Anal Calcd for C20H20O... Reactants: COCCCC1CCCCN1c1cc(-c2ccc(C(F)(F)F)cc2)cc(C(CC(C)C)C(=O)OC)c1, CO, [Na+], [OH-]. Reaction SMILES: [CH3:1][O:2][C:3]([CH:4]([CH2:5][CH:6]([CH3:7])[CH3:8])[c:9]1[cH:10][c:11](-[c:26]2[cH:27][cH:28][c:29]([C:32]([F:33])([F:34])[F:35])[cH:30][cH:31]2)[cH:12][c:13]([N:15]2[CH:16]([CH2:21][CH2:22][CH2:23][O:24][CH3:25])[CH2:17][CH2:18][CH2:19][CH2:20]2)[cH:14]1)=[O:36].[CH3:39][OH:40].[Na+:38].[OH-:37]>>[O:2]=[C:3]([CH:4]([CH2:5][CH:6]([CH3:7])[CH3:8])[c:9]1[cH:10][c:11](-[c:26]2[cH:27][cH:28][c:29]([C:32]([F:33])([F:34])[F:35])[cH:30][cH:31]2)[cH:12][c:13]([N:15]2[CH:16]([CH2:21][CH2:22][CH2:23][O:24][CH3:25])[CH2:17][CH2:18][CH2:19][CH2:20]2)[cH:14]1)[OH:36]. Yields the product COCCCC1CCCCN1c1cc(-c2ccc(C(F)(F)F)cc2)cc(C(CC(C)C)C(=O)O)c1. Reactants: CCOC(=O)c1ncc(C(C)(C)C)o1, CCO, [Na+], [OH-], O. Yields the product CC(C)(C)c1cnc(C(=O)O)o1. Reaction SMILES: [CH2:3]([CH3:4])[O:5][C:6](=[O:7])[c:8]1[o:9][c:10]([C:13]([CH3:14])([CH3:15])[CH3:16])[cH:11][n:12]1.[CH3:18][CH2:19][OH:20].[Na+:2].[OH-:1].[OH2:17]>>[O:5]=[C:6]([OH:7])[c:8]1[o:9][c:10]([C:13]([CH3:14])([CH3:15])[CH3:16])[cH:11][n:12]1. Reactants: ester, COC(C1=C(C=CC(=C1)C=1SC=C(N1)C1=CC(=C(C=C1)Cl)Cl)Br)=O (2-bromo-5-[4-(3,4-dichloro-phenyl)-thiazol-2-yl]-benzoic acid methyl ester), COC(C1=C(C=CC(=C1)C=1SC=C(N1)C1=CC(=C(C=C1)Cl)Cl)Br)=O (2-bromo-5-[4-(3,4-dichloro-phenyl)-thiazol-2-yl]-benzoic acid methyl ester), ClC1=C(C=CC(=C1)OC)B(O)O (2-chloro-4-methoxyphenylboronic acid). The product is ClC1=C(C=CC(=C1)OC)C=1C(=CC(=CC1)C=1SC=C(N1)C1=CC(=C(C=C1)Cl)Cl)C(=O)O (2′-chloro-4-[4-(3,4-dichloro-phenyl)-thiazol-2-yl]-4′-methoxy-biphenyl-2-carboxylic acid). Isolated yield 4.9%. RXN SMILES: C[O:2][C:3](=[O:24])[C:4]1[CH:9]=[C:8]([C:10]2[S:11][CH:12]=[C:13]([C:15]3[CH:20]=[CH:19][C:18]([Cl:21])=[C:17]([Cl:22])[CH:16]=3)[N:14]=2)[CH:7]=[CH:6][C:5]=1Br.[Cl:25][C:26]1[CH:31]=[C:30]([O:32][CH3:33])[CH:29]=[CH:28][C:27]=1B(O)O>>[Cl:25][C:26]1[CH:31]=[C:30]([O:32][CH3:33])[CH:29]=[CH:28][C:27]=1[C:5]1[C:4]([C:3]([OH:2])=[O:24])=[CH:9][C:8]([C:10]2[S:11][CH:12]=[C:13]([C:15]3[CH:20]=[CH:19][C:18]([Cl:21])=[C:17]([Cl:22])[CH:16]=3)[N:14]=2)=[CH:7][CH:6]=1. Procedure details: Using the conditions of General Procedure A for Suzuki Coupling and Hydrolysis in Parallel Mode, 2-bromo-5-[4-(3,4-dichloro-phenyl)-thiazol-2-yl]-benzoic acid methyl ester (which may be prepared as described for Intermediate 6; 111 mg, 0.25 mmol) was reacted with 2-chloro-4-methoxyphenylboronic acid (available from Combi-Blocks Inc.; 93 mg, 0.5 mmol). The resulting ester was hydrolyzed and the acid was purified to give 2′-chloro-4-[4-(3,4-dichloro-phenyl)-thiazol-2-yl]-4′-methoxy-biphenyl-2-carb... Starting materials: ClC1=C(C=CC(=C1)Cl)C1C=C(C=CC1=C=O)NCCNC(=O)OC(C)(C)C (N-(2-{[3-(2,4-dichlorophenyl)-4-carbonylphenyl]amino}ethyl)(tert-butoxy)carboxamide), N1CCOCC1 (morpholine), C(C)(=O)O (acetic acid), O (water). Run in C1CCOC1 (THF), C1CCOC1 (THF). Reaction conditions: temperature 70 celsius. The product is ClC1=C(C=CC(=C1)Cl)C=1C=C(C=CC1CN1CCOCC1)NCCNC(=O)OC(C)(C)C (N-(2-{[3-(2,4-dichlorophenyl)-4-(morpholin-4-ylmethyl)phenyl]-amino}ethyl)(tert-butoxy)carboxamide). Isolated yield 52.0%. Reaction SMILES: [Cl:1][C:2]1[CH:7]=[C:6]([Cl:8])[CH:5]=[CH:4][C:3]=1[CH:9]1[C:14](=[C:15]=O)[CH:13]=[CH:12][C:11]([NH:17][CH2:18][CH2:19][NH:20][C:21]([O:23][C:24]([CH3:27])([CH3:26])[CH3:25])=[O:22])=[CH:10]1.[NH:28]1[CH2:33][CH2:32][O:31][CH2:30][CH2:29]1.C(O)(=O)C.O>C1COCC1>[Cl:1][C:2]1[CH:7]=[C:6]([Cl:8])[CH:5]=[CH:4][C:3]=1[C:9]1[CH:10]=[C:11]([NH:17][CH2:18][CH2:19][NH:20][C:21]([O:23][C:24]([CH3:27])([CH3:26])[CH3:25])=[O:22])[CH:12]=[CH:13][C:14]=1[CH2:15][N:28]1[CH2:33][CH2:32][O:31][CH2:30][CH2:29]1. Reported procedure: (1M in THF) is added to a solution of aldehyde 8 (50 mg, 0.121 mmol), morpholine (2eq) and glacial acetic acid (5 ml) dissolved in THF (5 ml) at room temperature with stirring. The mixture is heated to 70° C. for 18 h, after which, a slow addition of water (1 ml) is used to decompose excess reagent. The mixture is partitioned between ethyl acetate (30 ml) and saturated citric acid solution (10 ml). The organic layer is discarded, and the aqueous layer is carefully basified with 1M aq. sodium hyd...